From a dataset of the Open Reaction Database (ORD), a public repository of structured organic reaction records. describe an organic reaction: reactants, conditions, products, and yield Reactants: ClC1=NC(=C2N=C(N(C2=N1)C)C1(CCOCC1)O)N1[C@H](COCC1)C ((S)-4-(2-chloro-9-methyl-6-(3-methylmorpholino)-9H-purin-8-yl)tetrahydro-2H-pyran-4-ol), O1CC(C1)=O (3-oxetanone). The product is ClC1=NC(=C2N=C(N(C2=N1)C)C1(COC1)O)N1[C@H](COCC1)C ((S)-3-(2-chloro-9-methyl-6-(3-methylmorpholino)-9H-purin-8-yl)oxetan-3-ol). As a reaction SMILES: [Cl:1][C:2]1[N:10]=[C:9]2[C:5]([N:6]=[C:7]([C:12]3([OH:18])[CH2:17]COCC3)[N:8]2[CH3:11])=[C:4]([N:19]2[CH2:24][CH2:23][O:22][CH2:21][C@@H:20]2[CH3:25])[N:3]=1.[O:26]1CC(=O)[CH2:27]1>>[Cl:1][C:2]1[N:10]=[C:9]2[C:5]([N:6]=[C:7]([C:12]3([OH:18])[CH2:17][O:26][CH2:27]3)[N:8]2[CH3:11])=[C:4]([N:19]2[CH2:24][CH2:23][O:22][CH2:21][C@@H:20]2[CH3:25])[N:3]=1. Reported procedure: This compound was prepared in an analogous fashion to (S)-4-(2-chloro-9-methyl-6-(3-methylmorpholino)-9H-purin-8-yl)tetrahydro-2H-pyran-4-ol, using 3-oxetanone as the starting material. 1H NMR (CDCl3, 400 MHz) δ ppm 5.35 (broad s, 2H), 5.15 (t, J=6.9 Hz, 2H), 4.96 (d, J=7.2 Hz, 2H), 4.00 (dd, J=11.2, 3 Hz, 1H), 3.84 (s, 3H), 3.81 to 3.71 (m, 2H), 3.59 (td, J=11.6, 2.7 Hz, 1H), 3.47 (broad s, 1H), 1.39 (d, J=6.8 Hz, 3H); LC-MS m/z (method B2)=340/342 [M+H]+, RT=1.59 min. The reactants are BrCC=CCBr, O=C([O-])[O-], CN1CCCC1=O, [K+], [K+], O=[N+]([O-])c1ccc([N+](=O)[O-])c(O)c1. The product is O=[N+]([O-])c1ccc([N+](=O)[O-])c(OCC=CCBr)c1. Reaction SMILES: [Br:20][CH2:21][CH:22]=[CH:23][CH2:24][Br:25].[C:14](=[O:15])([O-:16])[O-:17].[CH3:26][N:27]1[CH2:28][CH2:29][CH2:30][C:31]1=[O:32].[K+:18].[K+:19].[OH:1][c:2]1[cH:3][c:4]([N+:11]([O-:12])=[O:13])[cH:5][cH:6][c:7]1[N+:8]([O-:9])=[O:10]>>[O:1]([c:2]1[cH:3][c:4]([N+:11]([O-:12])=[O:13])[cH:5][cH:6][c:7]1[N+:8]([O-:9])=[O:10])[CH2:24][CH:23]=[CH:22][CH2:21][Br:20]. The reactants are O (water), Cl (hydrochloric acid), C(C)(=O)OC1=CC=2CC[C@H]3[C@@H]4CC[C@@H]([C@@]4(C)C[C@@H]([C@@H]3C2C=C1)CCCCCCCCCS(=O)(=O)CCCC(C(F)(F)F)(F)F)OC(C)=O (11beta-[9-[(4,4,5,5,5-pentafluoropentyl)sulphonyl]nonyl]estra-1,3,5(10)-triene3,17beta-diol 3,17-diacetate), O (water), C([O-])(O)=O.[K+] (potassium bicarbonate). Solvent: CO (methanol). Run at time 19 hour. Yields the product C(C)(=O)O[C@@H]1[C@]2(C)[C@@H](CC1)[C@@H]1CCC=3C=C(C=CC3[C@H]1[C@H](C2)CCCCCCCCCS(=O)(=O)CCCC(C(F)(F)F)(F)F)O (11beta-[9-[(4,4,5,5,5-pentafluoropentyl)sulphonyl]nonyl]estra-1,3,5(10)-triene-3,17beta-diol 17-acetate). Isolated yield 75.5%. As a reaction SMILES: C([O:4][C:5]1[CH:22]=[CH:21][C:20]2[C@@H:19]3[C@H:10]([C@H:11]4[C@@:15]([CH2:17][C@@H:18]3[CH2:23][CH2:24][CH2:25][CH2:26][CH2:27][CH2:28][CH2:29][CH2:30][CH2:31][S:32]([CH2:35][CH2:36][CH2:37][C:38]([F:44])([F:43])[C:39]([F:42])([F:41])[F:40])(=[O:34])=[O:33])([CH3:16])[C@@H:14]([O:45][C:46](=[O:48])[CH3:47])[CH2:13][CH2:12]4)[CH2:9][CH2:8][C:7]=2[CH:6]=1)(=O)C.O.C(=O)(O)[O-].[K+].Cl>CO>[C:46]([O:45][C@H:14]1[CH2:13][CH2:12][C@H:11]2[C@H:10]3[C@H:19]([C@@H:18]([CH2:23][CH2:24][CH2:25][CH2:26][CH2:27][CH2:28][CH2:29][CH2:30][CH2:31][S:32]([CH2:35][CH2:36][CH2:37][C:38]([F:43])([F:44])[C:39]([F:40])([F:41])[F:42])(=[O:33])=[O:34])[CH2:17][C@:15]12[CH3:16])[C:20]1[CH:21]=[CH:22][C:5]([OH:4])=[CH:6][C:7]=1[CH2:8][CH2:9]3)(=[O:48])[CH3:47] |f:2.3|. Procedure: 1.37 g of the diacetate obtained in Example 93 in 27.5 cm3 of methanol with 10% water is cooled down to 0° C. and 203 mg of potassium bicarbonate is added, the reaction medium is left to return to ambient temperature and agitation is carried out for 19 hours. The reaction medium is poured into 220 cm3 of water with 55 cm3 of 0.1N hydrochloric acid added to it, extracted with ethyl acetate, dried and the solvent is evaporated off. The residue is chromatographed on silica (eluant: ethyl acetate-cy... Starting materials: CS(=O)(=O)Cl (methanesulfonyl chloride), ClC1=CC=C(C=C1)CCC(CN1C=NC=C1)O (1-[4-(4-chlorophenyl)-2-hydroxy-n-butyl]imidazole), C(C)(=O)OCC (ethyl acetate). The solvent is N1=CC=CC=C1 (pyridine). Reaction conditions: time 8 hour. The product is Cl.ClC1=CC=C(C=C1)CCC(CN1C=NC=C1)OS(=O)(=O)C (1-[4-(4-chlorophenyl)-2-(methanesulfonyloxy)-n-butyl]imidazole hydrochloride). RXN SMILES: [Cl:1][C:2]1[CH:7]=[CH:6][C:5]([CH2:8][CH2:9][CH:10]([OH:17])[CH2:11][N:12]2[CH:16]=[CH:15][N:14]=[CH:13]2)=[CH:4][CH:3]=1.[CH3:18][S:19](Cl)(=[O:21])=[O:20].C(OCC)(=O)C>N1C=CC=CC=1>[ClH:1].[Cl:1][C:2]1[CH:7]=[CH:6][C:5]([CH2:8][CH2:9][CH:10]([O:17][S:19]([CH3:18])(=[O:21])=[O:20])[CH2:11][N:12]2[CH:16]=[CH:15][N:14]=[CH:13]2)=[CH:4][CH:3]=1 |f:4.5|. Reported procedure: A mixture of 1-[4-(4-chlorophenyl)-2-hydroxy-n-butyl]imidazole (20 g) in dry pyridine (100 ml) was cooled in an ice bath and treated dropwise with stirring with 7.0 ml of methanesulfonyl chloride. The mixture was allowed to come to room temperature overnight and diluted to 500 ml by the addition of ethyl acetate, with stirring. The resulting solid was then filtered off, washed with acetone and dried in air to give 1-[4-(4-chlorophenyl)-2-(methanesulfonyloxy)-n-butyl]imidazole hydrochloride as a ... Reactants: C(C)(C)NC1=NC=CC(=N1)C(C(=O)C1=CC=C(C=C1)F)=O (1-(2-iso-propylamino-pyrimidin-4-yl)-2-(4-fluoro-phenyl)-ethane-1,2-dione), C1N2CN3CN1CN(C2)C3 (hexamethylenetetramine), NH4OAc, [O-]S(=O)(=O)[O-].[Na+].[Na+] (Na2SO4), CC(=O)O (AcOH). Conditions: temperature 65 celsius, time 4 hour. Product: C(C)(C)(C)NC1=NC=CC(=N1)C=1N=CNC1C1=CC=C(C=C1)F (tert-Butyl-{4-[5-(4-fluoro-phenyl)-1H-imidazol-4-yl]-pyrimidin-2-yl}-amine). Isolated yield 52.0%. RXN SMILES: [CH:1]([NH:4][C:5]1[N:10]=[C:9]([C:11](=O)[C:12]([C:14]2[CH:19]=[CH:18][C:17]([F:20])=[CH:16][CH:15]=2)=O)[CH:8]=[CH:7][N:6]=1)([CH3:3])[CH3:2].[CH2:22]1[N:27]2CN3CN(C2)C[N:23]1C3.[O-]S([O-])(=O)=O.[Na+].[Na+].[CH3:39]C(O)=O>>[C:1]([NH:4][C:5]1[N:10]=[C:9]([C:11]2[N:23]=[CH:22][NH:27][C:12]=2[C:14]2[CH:19]=[CH:18][C:17]([F:20])=[CH:16][CH:15]=2)[CH:8]=[CH:7][N:6]=1)([CH3:39])([CH3:3])[CH3:2] |f:2.3.4|. Procedure details: A mixture of 1-(2-iso-propylamino-pyrimidin-4-yl)-2-(4-fluoro-phenyl)-ethane-1,2-dione (12.5 g, 43.5 mmol), hexamethylenetetramine (12.2 g, 87.1 mmol), NH4OAc (17 g, 220 mmol), and Na2SO4 (12 g) in AcOH (150 mL) was heated at 65° C. After 4 h, the mixture was cooled to rt. The mixture was filtered, washing with AcOH. The filtrate was concentrated, and the residue was dissolved in CH2Cl2. The organic solution was washed with 1 N NaOH, dried (Na2SO4), and concentrated. The crude product was purifi... Reactants: CC(=O)OCC(=O)Cl, CCN(C(C)C)C(C)C, ClCCl, Nc1ccc(S(=O)(=O)Nc2nc3ccccc3nc2Cl)cc1. Product: CC(=O)OCC(=O)Nc1ccc(S(=O)(=O)Nc2nc3ccccc3nc2Cl)cc1. RXN SMILES: [C:23]([CH3:24])(=[O:25])[O:26][CH2:27][C:28](=[O:29])[Cl:30].[CH2:31]([N:32]([CH:33]([CH3:34])[CH3:35])[CH:36]([CH3:37])[CH3:38])[CH3:39].[Cl:40][CH2:41][Cl:42].[NH2:1][c:2]1[cH:3][cH:4][c:5]([S:8](=[O:9])(=[O:10])[NH:11][c:12]2[n:13][c:14]3[cH:15][cH:16][cH:17][cH:18][c:19]3[n:20][c:21]2[Cl:22])[cH:6][cH:7]1>>[NH:1]([c:2]1[cH:3][cH:4][c:5]([S:8](=[O:9])(=[O:10])[NH:11][c:12]2[n:13][c:14]3[cH:15][cH:16][cH:17][cH:18][c:19]3[n:20][c:21]2[Cl:22])[cH:6][cH:7]1)[C:28]([CH2:27][O:26][C:23]([CH3:24])=[O:25])=[O:29]. The reactants are CC(C)(C)[Si](C)(C)Cl, CN(C)c1ccncc1, CCOC(C)=O, OCc1cc(I)cc(Nc2nccc(C(F)(F)F)n2)c1, O, c1c[nH]cn1. The product is CC(C)(C)[Si](C)(C)OCc1cc(I)cc(Nc2nccc(C(F)(F)F)n2)c1. As a reaction SMILES: [C:21]([CH3:22])([CH3:23])([CH3:24])[Si:25]([CH3:26])([CH3:27])[Cl:28].[CH3:34][N:35]([c:36]1[cH:37][cH:38][n:39][cH:40][cH:41]1)[CH3:42].[CH3:44][CH2:45][O:46][C:47](=[O:48])[CH3:49].[I:1][c:2]1[cH:3][c:4]([CH2:19][OH:20])[cH:5][c:6]([NH:8][c:9]2[n:10][cH:11][cH:12][c:13]([C:15]([F:16])([F:17])[F:18])[n:14]2)[cH:7]1.[OH2:43].[nH:29]1[cH:30][cH:31][n:32][cH:33]1>>[I:1][c:2]1[cH:3][c:4]([CH2:19][O:20][Si:25]([C:21]([CH3:22])([CH3:23])[CH3:24])([CH3:26])[CH3:27])[cH:5][c:6]([NH:8][c:9]2[n:10][cH:11][cH:12][c:13]([C:15]([F:16])([F:17])[F:18])[n:14]2)[cH:7]1. The yield is 34.3%. The product is Cl.Cl.N(C(=N)N)C(=O)C1=CC=CC=2C=C(CCOC21)C(=O)NC(=N)N ((2,3-dihydro-9-guanidinocarbonyl-1-benzoxepin-4-carbonyl)guanidine dihydrochloride). Procedure: To a mixture of ethyl 2,3-dihydro-9-ethoxycarbonyl-1-benzoxepin-4-carboxylate (0.10 g) and guanidine hydrochloride (0.33 g) in N,N-dimethylformamide (2 ml) was added 28% sodium methoxide in methanol (0.66 ml) at room temperature. After the mixture was stirred at room temperature overnight, it was purified by column chromatography on silica gel using a mixture of chloroform and methanol (30:1 to 4:1). The fractions containing objective compound was collected and evaporated in vacuo. The residue w... Conditions: time 8 hour. The solvent is CN(C=O)C (N,N-dimethylformamide), CO (methanol). Starting materials: C(C)OC(=O)C1=CC=CC=2C=C(CCOC21)C(=O)OCC (ethyl 2,3-dihydro-9-ethoxycarbonyl-1-benzoxepin-4-carboxylate), Cl.NC(=N)N (guanidine hydrochloride), C[O-].[Na+] (sodium methoxide). RXN SMILES: C([O:3][C:4]([C:6]1[C:16]2[O:15][CH2:14][CH2:13][C:12]([C:17]([O:19]CC)=O)=[CH:11][C:10]=2[CH:9]=[CH:8][CH:7]=1)=O)C.[ClH:22].[NH2:23][C:24]([NH2:26])=[NH:25].C[O-].[Na+]>CN(C)C=O.CO>[ClH:22].[ClH:22].[NH:25]([C:4]([C:6]1[C:16]2[O:15][CH2:14][CH2:13][C:12]([C:17]([NH:25][C:24]([NH2:26])=[NH:23])=[O:19])=[CH:11][C:10]=2[CH:9]=[CH:8][CH:7]=1)=[O:3])[C:24]([NH2:26])=[NH:23] |f:1.2,3.4,7.8.9|. Reactants: FC1=CC=C(C(=O)CC(=O)OC)C=C1 (methyl 4-fluorobenzoylacetate), O=C(C)C=C(C)C (mesityl oxide), B(F)(F)F.CCOCC (borontrifluoride etherate), Cl (HCl). The solvent is CCOCC (ether), C(=O)(O)[O-].[Na+] (NaHCO3), CO (methanol). Yields the product FC1=CC=C(C=C1)C=1C(C(CC(C1)=O)(C)C)C(=O)OC (Methyl 2-(4-fluorophenyl)-4-oxo-6,6-dimethylcyclohex-2-en-1-carboxylate). The yield is 55.6%. Reaction SMILES: [F:1][C:2]1[CH:14]=[CH:13][C:5]([C:6]([CH2:8][C:9]([O:11][CH3:12])=[O:10])=O)=[CH:4][CH:3]=1.[O:15]=[C:16]([CH:18]=[C:19]([CH3:21])[CH3:20])[CH3:17].B(F)(F)F.CCOCC.Cl>CCOCC.C([O-])(O)=O.[Na+].CO>[F:1][C:2]1[CH:14]=[CH:13][C:5]([C:6]2[CH:8]([C:9]([O:11][CH3:12])=[O:10])[C:19]([CH3:21])([CH3:20])[CH2:18][C:16](=[O:15])[CH:17]=2)=[CH:4][CH:3]=1 |f:2.3,6.7|. Procedure details: A solution of methyl 4-fluorobenzoylacetate (20.03 g, 97 mmoles), mesityl oxide (14.58 g, 0.145 moles) and borontrifluoride etherate (13.77 g, 97 mmoles) was kept at 0° C. for 3 days and diluted with ether and saturated NaHCO3. The organic layer was washed with brine and dried (MgSO4). Removal of the volatiles in vacuo provided a residue which was diluted with 200 ml anhydrous methanol and 20 ml of Triton-B. The mixture was heated at reflux 2 hours, cooled, acidified with aqueous HCl and extract... Solvent: N1=CC=CC=C1 (pyridine). Reaction conditions: time 3 hour. Procedure details: A pyridine solution (0.4 mL) of N, N-dimethylethylenediamine (0.049 g) is added to 9-chloro-6-fluoro-4-(p-methoxybenzyloxy)benzo[g ]isoquinoline-5,10-dione of Preparative Example 29 (0.011 g) and the resultant solution is stirred under a nitrogen atmosphere for 1.75 h at room temperature. The excess amine and pyridine are removed under a slow stream of nitrogen. The residue is placed under vacuun for 3 h and purified by silica gel column chromathography commencing with 1% to 2% methanol in dichl... Reactants: CN(CCN)C (N, N-dimethylethylenediamine), resultant solution, ClC1=CC=C(C=2C(C=3C(=CN=CC3C(C21)=O)OCC2=CC=C(C=C2)OC)=O)F (9-chloro-6-fluoro-4-(p-methoxybenzyloxy)benzo[g ]isoquinoline-5,10-dione), Example 29. Product: ClC1=CC=C(C=2C(C=3C(=CN=CC3C(C21)=O)OCC2=CC=C(C=C2)OC)=O)NCCN(C)C (9-chloro-6-[(2-dimethylaminoethyl)amino]-4-(p-methoxybenzyloxy)benzo[g]isoquinoline-5,10-dione). As a reaction SMILES: [CH3:1][N:2]([CH3:6])[CH2:3][CH2:4][NH2:5].[Cl:7][C:8]1[C:21]2[C:20](=[O:22])[C:19]3[CH:18]=[N:17][CH:16]=[C:15]([O:23][CH2:24][C:25]4[CH:30]=[CH:29][C:28]([O:31][CH3:32])=[CH:27][CH:26]=4)[C:14]=3[C:13](=[O:33])[C:12]=2[C:11](F)=[CH:10][CH:9]=1>N1C=CC=CC=1>[Cl:7][C:8]1[C:21]2[C:20](=[O:22])[C:19]3[CH:18]=[N:17][CH:16]=[C:15]([O:23][CH2:24][C:25]4[CH:30]=[CH:29][C:28]([O:31][CH3:32])=[CH:27][CH:26]=4)[C:14]=3[C:13](=[O:33])[C:12]=2[C:11]([NH:5][CH2:4][CH2:3][N:2]([CH3:6])[CH3:1])=[CH:10][CH:9]=1.